This data is from the Open Reaction Database (ORD), a public repository of structured organic reaction records. The task is: describe an organic reaction: reactants, conditions, products, and yield Procedure details: Indole-2-carboxylic acid was coupled to the resultant compound of Example 319 using the carbodiimide coupling procedure of Example 55 to provide the desired compound. Product: N1C(=CC2=CC=CC=C12)C(=O)N[C@@H](C(C)C)C(=O)N[C@@H](CC1=CC=CC=C1)[C@H]([C@H]([C@H](CC1=CC=CC=C1)NC([C@@H](NC(=O)C=1NC2=CC=CC=C2C1)C(C)C)=O)O)O ((2S,3R,4S,5S)-2,5-Di-(N-(indole-2-carbonyl)-valinyl-amino)-3,4-dihydroxy-1,6-diphenylhexane). RXN SMILES: [NH:1]1[C:9]2[C:4](=[CH:5][CH:6]=[CH:7][CH:8]=2)[CH:3]=[C:2]1[C:10]([OH:12])=O.[NH2:13][C@H:14]([C:18]([NH:20][C@H:21]([C@H:29]([OH:48])[C@H:30]([OH:47])[C@@H:31]([NH:39][C:40](=[O:46])[C@H:41]([CH:43]([CH3:45])[CH3:44])[NH2:42])[CH2:32][C:33]1[CH:38]=[CH:37][CH:36]=[CH:35][CH:34]=1)[CH2:22][C:23]1[CH:28]=[CH:27][CH:26]=[CH:25][CH:24]=1)=[O:19])[CH:15]([CH3:17])[CH3:16].N=[C:50]=[NH:51]>>[NH:51]1[C:50]2[C:4](=[CH:5][CH:6]=[CH:7][CH:8]=2)[CH:3]=[C:2]1[C:10]([NH:13][C@H:14]([C:18]([NH:20][C@H:21]([C@@H:29]([OH:48])[C@@H:30]([OH:47])[C@@H:31]([NH:39][C:40](=[O:46])[C@H:41]([CH:43]([CH3:44])[CH3:45])[NH:42][C:10]([C:2]1[NH:1][C:9]2[C:4]([CH:3]=1)=[CH:5][CH:6]=[CH:7][CH:8]=2)=[O:12])[CH2:32][C:33]1[CH:34]=[CH:35][CH:36]=[CH:37][CH:38]=1)[CH2:22][C:23]1[CH:28]=[CH:27][CH:26]=[CH:25][CH:24]=1)=[O:19])[CH:15]([CH3:17])[CH3:16])=[O:12]. The reactants are N1C(=CC2=CC=CC=C12)C(=O)O (Indole-2-carboxylic acid), N[C@@H](C(C)C)C(=O)N[C@@H](CC1=CC=CC=C1)[C@@H]([C@@H]([C@H](CC1=CC=CC=C1)NC([C@@H](N)C(C)C)=O)O)O ((2S,3S,4R,5S)-2,5-Di-(N-(valinyl)amino)-3,4-dihydroxy-1,6-diphenylhexane), N=C=N (carbodiimide).